This data is from the Open Reaction Database (ORD), a public repository of structured organic reaction records. The task is: describe an organic reaction: reactants, conditions, products, and yield Reported procedure: Acetyl L-carnitine (35.3 g) was weighted and put in a flask (250 ml), into which 80 ml ethanol was added. The mixture was heated to dissolve completely. An ethanol solution containing 31.0 g arsenic acid was slowly and dropwise added into the solution of acetyl L-carnitine, continued to stir for a further 1 h after the addition, cooled to room temperature, and white crystals were precipitated. After grinding, 64.4 g of white powder was obtained. Yield: 97.1%. Melting temperature: 150.6° C.-152.1... Run at time 1 hour. Starting materials: CC(=O)O[C@H](CC(=O)[O-])C[N+](C)(C)C (Acetyl L-carnitine), C(C)O (ethanol), [As](O)(O)(O)=O (arsenic acid), C(C)O (ethanol), CC(=O)O[C@H](CC(=O)[O-])C[N+](C)(C)C (acetyl L-carnitine). Yields the product [As](O)(O)(O)=O.C(C)(=O)[C@](O)(C[N+](C)(C)C)CC([O-])=O (Acetyl L-Carnitine Arsenate). Reaction SMILES: CC([O:4][C@@H:5]([CH2:10][N+:11]([CH3:14])([CH3:13])[CH3:12])[CH2:6][C:7]([O-:9])=[O:8])=O.[As:15](=[O:19])([OH:18])([OH:17])[OH:16].[CH2:20]([OH:22])[CH3:21]>>[As:15](=[O:16])([OH:19])([OH:18])[OH:17].[C:20]([C@@:5]([CH2:6][C:7](=[O:8])[O-:9])([CH2:10][N+:11]([CH3:12])([CH3:13])[CH3:14])[OH:4])(=[O:22])[CH3:21] |f:3.4|. Isolated yield 97.1%.